Dataset: the Open Reaction Database (ORD), a public repository of structured organic reaction records. Task: describe an organic reaction: reactants, conditions, products, and yield The reactants are Cl.Cl.NCCCCN1CCC(CC1)CC1=CC=CC=C1 (1-(4-aminobutan-1-yl)-4-benzylpiperidine dihydrochloride), N=1C=C2C=C(SC3=CC=CC1N23)C(=O)O (5-thia-1,8b-diazaacenaphthylene-4-carboxylic acid), ON1C(CCC1=O)=O (N-hydroxysuccinimide), Cl.C(C)N=C=NCCCN(C)C (N-ethyl-N′-3-(N,N-dimethylamino)propylcarbodiimide hydrochloride). Solvent: C(C)#N (acetonitrile), C(C)N(CC)CC (triethylamine), C(C)#N (acetonitrile). Conditions: time 2 hour. Yields the product C(C1=CC=CC=C1)C1CCN(CC1)CCCCNC(=O)C1=CC2=CN=C3C=CC=C(S1)N32 (N-[4-(4-benzylpiperidin-1-yl)butan-1-yl]-5-thia-1,8b-diazaacenaphthylene-4-carboxamide). As a reaction SMILES: [N:1]1[CH:2]=[C:3]2[N:12]3[C:7](=[CH:8][CH:9]=[CH:10][C:11]=13)[S:6][C:5]([C:13]([OH:15])=O)=[CH:4]2.ON1C(=O)CCC1=O.Cl.C(N=C=NCCCN(C)C)C.Cl.Cl.[NH2:38][CH2:39][CH2:40][CH2:41][CH2:42][N:43]1[CH2:48][CH2:47][CH:46]([CH2:49][C:50]2[CH:55]=[CH:54][CH:53]=[CH:52][CH:51]=2)[CH2:45][CH2:44]1>C(#N)C.C(N(CC)CC)C>[CH2:49]([CH:46]1[CH2:45][CH2:44][N:43]([CH2:42][CH2:41][CH2:40][CH2:39][NH:38][C:13]([C:5]2[S:6][C:7]3[N:12]4[C:3](=[CH:2][N:1]=[C:11]4[CH:10]=[CH:9][CH:8]=3)[CH:4]=2)=[O:15])[CH2:48][CH2:47]1)[C:50]1[CH:55]=[CH:54][CH:53]=[CH:52][CH:51]=1 |f:2.3,4.5.6|. Reported procedure: To a suspension of 1.0 g (4.58 mM) of 5-thia-1,8b-diazaacenaphthylene-4-carboxylic acid and 1.05 g (9.12 mM) of N-hydroxysuccinimide in acetonitrile (10 ml) was added 1.76 g (9.18 mM) of N-ethyl-N′-3-(N,N-dimethylamino)propylcarbodiimide hydrochloride at room temperature and the mixture was stirred at the prevailing temperature for 2 hours. To this reaction mixture was added a suspension of 2.19 g (6.86 mM) of 1-(4-aminobutan-1-yl)-4-benzylpiperidine dihydrochloride and 3.87 ml (27.8 mM) of trie... The reactants are BrCCCCCCOCCOc1cccnc1, NCc1ccccc1. Yields the product c1ccc(CNCCCCCCOCCOc2cccnc2)cc1. RXN SMILES: [Br:1][CH2:2][CH2:3][CH2:4][CH2:5][CH2:6][CH2:7][O:8][CH2:9][CH2:10][O:11][c:12]1[cH:13][n:14][cH:15][cH:16][cH:17]1.[NH2:18][CH2:19][c:20]1[cH:21][cH:22][cH:23][cH:24][cH:25]1>>[CH2:2]([CH2:3][CH2:4][CH2:5][CH2:6][CH2:7][O:8][CH2:9][CH2:10][O:11][c:12]1[cH:13][n:14][cH:15][cH:16][cH:17]1)[NH:18][CH2:19][c:20]1[cH:21][cH:22][cH:23][cH:24][cH:25]1. The reactants are FC1=C(C=C(C=C1)C=1C=C(C(N(N1)CC(C)C)=O)COS(=O)(=O)C)C (6-(4-Fluoro-3-methylphenyl)-2-isobutyl-4-methane-sulfonyloxymethyl-2H-pyridazin-3-one), N1CCCCC1 (piperidine). Solvent: C(C)O (ethanol). Reaction conditions: temperature 80 celsius. Product: FC1=C(C=C(C=C1)C=1C=C(C(N(N1)CC(C)C)=O)CN1CCCCC1)C (6-(4-fluoro-3-methylphenyl)-2-isobutyl-4-(piperidino)methyl-2H-pyridazin-3-one), oil. The yield is 94.0%. RXN SMILES: [F:1][C:2]1[CH:7]=[CH:6][C:5]([C:8]2[CH:9]=[C:10]([CH2:19]OS(C)(=O)=O)[C:11](=[O:18])[N:12]([CH2:14][CH:15]([CH3:17])[CH3:16])[N:13]=2)=[CH:4][C:3]=1[CH3:25].[NH:26]1[CH2:31][CH2:30][CH2:29][CH2:28][CH2:27]1>C(O)C>[F:1][C:2]1[CH:7]=[CH:6][C:5]([C:8]2[CH:9]=[C:10]([CH2:19][N:26]3[CH2:31][CH2:30][CH2:29][CH2:28][CH2:27]3)[C:11](=[O:18])[N:12]([CH2:14][CH:15]([CH3:17])[CH3:16])[N:13]=2)=[CH:4][C:3]=1[CH3:25]. Procedure: 6-(4-Fluoro-3-methylphenyl)-2-isobutyl-4-methane-sulfonyloxymethyl-2H-pyridazin-3-one (80 mg, 0.22 mmol) and piperidine (55 mg, 0.65 mmol) were dissolved in ethanol (0.5 mL), and the mixture was heated at 80° C. for 1 hour under stirring. The solvent was distilled off. The residue was purified by preparative thin-layer chromatography on silica gel [developing solvent: chloroform/methanol (10/1)] to yield the title compound as a slightly yellow oil (73 mg, 94.0%). Reactants: BrCCNC(C1=C(C=C(C=C1)F)[N+](=O)[O-])=O (N-(2-bromoethyl)-4-fluoro-2-nitrobenzamide), ClC1=CC2=C(N(C(N2)=O)C2CCNCC2)C=C1 (5-chloro-1,3-dihydro-1-(4-piperidinyl)-2H-benzimidazol-2-one), C([O-])([O-])=O.[Na+].[Na+] (sodium carbonate), CC(CC(C)=O)C (4-methyl-2-pentanone). Solvent: O (water). Product: ClC1=CC2=C(N(C(N2)=O)C2CCN(CC2)CCNC(C2=C(C=C(C=C2)F)[N+](=O)[O-])=O)C=C1 (N-{2-[4-(5-chloro-2,3-dihydro-2-oxo-1H-benzimidazol-1-yl)-1-piperidinyl]-ethyl}-4-fluoro-2-nitrobenzamide). Reaction SMILES: Br[CH2:2][CH2:3][NH:4][C:5](=[O:16])[C:6]1[CH:11]=[CH:10][C:9]([F:12])=[CH:8][C:7]=1[N+:13]([O-:15])=[O:14].[Cl:17][C:18]1[CH:33]=[CH:32][C:21]2[N:22]([CH:26]3[CH2:31][CH2:30][NH:29][CH2:28][CH2:27]3)[C:23](=[O:25])[NH:24][C:20]=2[CH:19]=1.C(=O)([O-])[O-].[Na+].[Na+].CC(C)CC(=O)C>O>[Cl:17][C:18]1[CH:33]=[CH:32][C:21]2[N:22]([CH:26]3[CH2:27][CH2:28][N:29]([CH2:2][CH2:3][NH:4][C:5](=[O:16])[C:6]4[CH:11]=[CH:10][C:9]([F:12])=[CH:8][C:7]=4[N+:13]([O-:15])=[O:14])[CH2:30][CH2:31]3)[C:23](=[O:25])[NH:24][C:20]=2[CH:19]=1 |f:2.3.4|. Procedure details: A mixture of 7.3 parts of N-(2-bromoethyl)-4-fluoro-2-nitrobenzamide, 6.2 parts of 5-chloro-1,3-dihydro-1-(4-piperidinyl)-2H-benzimidazol-2-one, 5.2 parts of sodium carbonate and 80 parts of 4-methyl-2-pentanone is stirred and refluxed overnight. The reaction mixture is cooled, water is added and the layers are separated. The aqueous phase is extracted with 4-methyl-2-pentanone. The combined organic phases are washed with water, dried, filtered and evaporated. The residue is purified by column-c... Reactants: CC(=O)Cc1ccc(C(=O)Cl)cc1, OCc1ccccc1, c1ccccc1. Yields the product CC(=O)Cc1ccc(C(=O)OCc2ccccc2)cc1. Reaction SMILES: [CH2:1]([C:2](=[O:3])[CH3:4])[c:5]1[cH:6][cH:7][c:8]([C:9](=[O:10])[Cl:11])[cH:12][cH:13]1.[OH:14][CH2:15][c:16]1[cH:17][cH:18][cH:19][cH:20][cH:21]1.[cH:22]1[cH:23][cH:24][cH:25][cH:26][cH:27]1>>[CH2:1]([C:2](=[O:3])[CH3:4])[c:5]1[cH:6][cH:7][c:8]([C:9](=[O:10])[O:14][CH2:15][c:16]2[cH:17][cH:18][cH:19][cH:20][cH:21]2)[cH:12][cH:13]1. The reactants are C(C)(=O)N1N=CC2=C1SC(=C2)C#N (1-acetyl-1H-thieno[2,3-c]pyrazole-5-carbonitrile), Cl (hydrochloric acid). Solvent: C(C)O (ethanol), [OH-].[Na+] (sodium hydroxide). Reaction conditions: time 10 minute. Product: N1N=CC2=C1SC(=C2)C#N (1H-Thieno[2,3-c]pyrazole-5-carbonitrile). Isolated yield 100.2%. RXN SMILES: C([N:4]1[C:8]2[S:9][C:10]([C:12]#[N:13])=[CH:11][C:7]=2[CH:6]=[N:5]1)(=O)C.Cl>C(O)C.[OH-].[Na+]>[NH:4]1[C:8]2[S:9][C:10]([C:12]#[N:13])=[CH:11][C:7]=2[CH:6]=[N:5]1 |f:3.4|. Procedure details: To a suspension of 215 mg of 1-acetyl-1H-thieno[2,3-c]pyrazole-5-carbonitrile in 8 mL of ethanol, 1 mL of 5N sodium hydroxide aqueous solution was added at room temperature, and stirred at this temperature for 10 minutes. Then the solution was neutralized with 5N hydrochloric acid, extracted with ethyl acetate, and the organic layer was washed with saturated brine, dried over anhydrous magnesium sulfate, and the solvent was evaporated, to afford 168 mg of the title compound as colorless crystals...